Dataset: the Open Reaction Database (ORD), a public repository of structured organic reaction records. Task: describe an organic reaction: reactants, conditions, products, and yield Yield: 61.1%. Reported procedure: Firstly, 2-M i-PrMgCl (24 mL (solvent: THF, 48 mmol) was added dropwise to a mixture of 1,4-diiodobenzene (15 g, 45.6 mmol) and dist. THF (114 mL) at −30° C. Then the resultant mixture was stirred under a nitrogen atmosphere at −30° C. for 5.5 hours to obtain a reaction solution. Subsequently, the reaction solution was added dropwise (3 drops/second) using a cannular into a mixture of tetraethoxysilane (TEOS: 60.6 mL, 272 mmol) and dist. THF (90 mL), which was cooled to −30° C. The resultant mix... The reactants are 2-M, C(C)(C)[Mg]Cl (i-PrMgCl), C1CCOC1 (THF), IC1=CC=C(C=C1)I (1,4-diiodobenzene), C1CCOC1 (THF), C(C)O[Si](OCC)(OCC)OCC (tetraethoxysilane), C1CCOC1 (THF), resultant mixture, resultant mixture. The solvent is CCOCC (ether). RXN SMILES: C([Mg]Cl)(C)C.C1COCC1.I[C:12]1[CH:17]=[CH:16][C:15]([I:18])=[CH:14][CH:13]=1.[CH2:19]([O:21][Si:22](OCC)([O:26][CH2:27][CH3:28])[O:23][CH2:24][CH3:25])[CH3:20]>CCOCC>[CH2:19]([O:21][Si:22]([O:26][CH2:27][CH3:28])([O:23][CH2:24][CH3:25])[C:12]1[CH:17]=[CH:16][C:15]([I:18])=[CH:14][CH:13]=1)[CH3:20]. Yields the product C(C)O[Si](C1=CC=C(C=C1)I)(OCC)OCC (4-(triethoxysilyl)iodobenzene). Run at time 44 hour. Starting materials: Cl (HCl), C(C)(C)OC1=C(C=C(C=C1)CCCC1C(NC(O1)=O)=O)OC (5-[3-(4-isopropoxy-3-methoxy-phenyl)propyl]-2,4-oxazolidinedione). Reagents/catalysts: [Ti](Cl)(Cl)(Cl)Cl (titanium tetrachloride). Solvent: ClCCl (dichloromethane), ClCCl (dichloromethane). Conditions: temperature 0 celsius, time 1 hour. Product: OC1=C(C=C(C=C1)CCCC1C(NC(O1)=O)=O)OC (5-[3-(4-hydroxy-3-methoxyphenyl)propyl]-2,4-oxazolidinedione). The yield is 75.4%. RXN SMILES: C([O:4][C:5]1[CH:10]=[CH:9][C:8]([CH2:11][CH2:12][CH2:13][CH:14]2[O:18][C:17](=[O:19])[NH:16][C:15]2=[O:20])=[CH:7][C:6]=1[O:21][CH3:22])(C)C.Cl>ClCCl.[Ti](Cl)(Cl)(Cl)Cl>[OH:4][C:5]1[CH:10]=[CH:9][C:8]([CH2:11][CH2:12][CH2:13][CH:14]2[O:18][C:17](=[O:19])[NH:16][C:15]2=[O:20])=[CH:7][C:6]=1[O:21][CH3:22]. Reported procedure: A solution of titanium tetrachloride (TiCl4) (10.6 g) in dichloromethane (10 ml) was added dropwise, at 0° C., to a solution of 5-[3-(4-isopropoxy-3-methoxy-phenyl)propyl]-2,4-oxazolidinedione (4.3 g) in dichloromethane (130 ml). The mixture was stirred for one hour at 0° C., which was poured into 2N HCl, followed by stirring for 15 minutes at room temperature. The organic layer was separated, and the aqueous layer was subjected to extraction with chloroform. The organic layers were combined, wa... Starting materials: CC1(CC=C(C=2C=C(C=CC12)C#CC1=CC=C(C(=O)OCC)C=C1)C=1SC=CN1)C (ethyl 4-[(7,8-dihydro-8,8-dimethyl-5-(2-thiazolyl)naphth-3-yl)ethynyl]benzoate), CC1(CC=C(C=2C=C(C=CC12)C#CC1=CC=C(C(=O)OCC)C=C1)C=1SC=CN1)C (ethyl 4-[(7,8-dihydro-8,8-dimethyl-5-(2-thiazolyl)naphth-3-yl)ethynyl]benzoate), FC(S(=O)(=O)OC=1C=2C=CC(=CC2C(CC1)(C)C)C#CC1=CC=C(C(=O)OCC)C=C1)(F)F (ethyl 4-[(5-trifluoromethylsulfonyloxy-7,8-dihydro-8,8-dimethylnaphth-2-yl)ethynyl]benzoate), FC(S(=O)(=O)OC=1C=2C=CC(=CC2C(CC1)(C)C)C#CC1=CC=C(C(=O)OCC)C=C1)(F)F (ethyl 4-[(5-trifluoromethylsulfonyloxy-7,8-dihydro-8,8-dimethylnaphth-2-yl)ethynyl]benzoate). Run in C1CCOC1 (THF). Yields the product CC1(CC=C(C=2C=CC(=CC12)C#CC1=CC=C(C(=O)OCC)C=C1)C=1SC=CN1)C (Ethyl 4-[(7,8-dihydro-8,8-dimethyl-5-(2-thiazolyl)naphth-2-yl)ethynyl]benzoate). As a reaction SMILES: [CH3:1][C:2]1([CH3:30])[C:11]2[CH:10]=[CH:9][C:8](C#CC3C=CC(C(OCC)=O)=CC=3)=[CH:7][C:6]=2[C:5]([C:25]2[S:26][CH:27]=[CH:28][N:29]=2)=[CH:4][CH2:3]1.FC(F)(F)S(OC1C2C=CC([C:49]#[C:50][C:51]3[CH:61]=[CH:60][C:54]([C:55]([O:57][CH2:58][CH3:59])=[O:56])=[CH:53][CH:52]=3)=CC=2C(C)(C)CC=1)(=O)=O>C1COCC1>[CH3:30][C:2]1([CH3:1])[C:11]2[CH:10]=[C:9]([C:49]#[C:50][C:51]3[CH:61]=[CH:60][C:54]([C:55]([O:57][CH2:58][CH3:59])=[O:56])=[CH:53][CH:52]=3)[CH:8]=[CH:7][C:6]=2[C:5]([C:25]2[S:26][CH:27]=[CH:28][N:29]=2)=[CH:4][CH2:3]1. Procedure details: Employing the same general procedure as for the preparation of ethyl 4-[(7,8-dihydro-8,8-dimethyl-5-(2-thiazolyl)naphth-3-yl)ethynyl]benzoate (Compound 67),400 mg (0.84 mmol) of ethyl 4-[(5-trifluoromethylsulfonyloxy-7,8-dihydro-8,8-dimethylnaphth-2-yl)ethynyl]benzoate (Compound 87) in 2 ml of THF was converted into the title compound (white solid) using a solution of 82 mg (1.26 mmol) of thiazole in 2 ml of THF, 81 mg (0.84 ml, 1.26 mmol) of n-butyllithium (1.5M solution in hexanes), 228 mg (3.... Starting materials: S1C=C(C=C1)C(=O)O (3-thiophene carboxylic acid), Cl.CN(CCCN=C=NCC)C (1-(3-dimethylaminopropyl)-3-ethylcarbodiimide hydrochloride), N1CC(C(=O)OCC)CCC1 (Ethyl nipecotate). Solvent: ClCCl (dichloromethane), ClCCl (dichloromethane). Conditions: time 1 hour. Yields the product S1C=C(C=C1)C(=O)N1CC(CCC1)C(=O)OCC (ethyl 1-(3-thiophenecarbonyl)-3-piperidinecarboxylate). Isolated yield 19.1%. RXN SMILES: [S:1]1[CH:5]=[CH:4][C:3]([C:6]([OH:8])=O)=[CH:2]1.Cl.CN(C)CCCN=C=NCC.[NH:21]1[CH2:31][CH2:30][CH2:29][CH:23]([C:24]([O:26][CH2:27][CH3:28])=[O:25])[CH2:22]1>ClCCl>[S:1]1[CH:5]=[CH:4][C:3]([C:6]([N:21]2[CH2:31][CH2:30][CH2:29][CH:23]([C:24]([O:26][CH2:27][CH3:28])=[O:25])[CH2:22]2)=[O:8])=[CH:2]1 |f:1.2|. Procedure: Commercially available 3-thiophene carboxylic acid (166.5 mg; 1.30 mmol) was suspended in dichloromethane (7 ml), and commercially available 1-(3-dimethylaminopropyl)-3-ethylcarbodiimide hydrochloride (252.8 mg; 1.32 mmol) was added. This mixture was allowed to stir at ambient temperature for 1 hour. Ethyl nipecotate (201 μl; 1.3 mmol) was then added, and stirring was continued for approximately 18 hours. The reaction mixture was then diluted with fresh dichloromethane and washed with water. The... Starting materials: C(C)OC(=O)C=1C=C(C(N2C=CC=CC12)=O)C(=O)NC1=NN=NN1 (1-ethoxycarbonyl-N-(1H-tetrazol5-yl)-4H-quinolizin-4-one-3-carboxamide), [OH-].[Na+] (sodium hydroxide), Cl (hydrochloric acid). The solvent is CN(C=O)C (N,N-dimethylformamide). Conditions: temperature 100 celsius. The product is C(=O)(O)C=1C=C(C(N2C=CC=CC12)=O)C(=O)NC1=NN=NN1 (1-carboxy-N-(1H-tetrazol-5-yl)-4H-quinolizin-4-one-3-carboxamide). Yield: 61.2%. RXN SMILES: C([O:3][C:4]([C:6]1[CH:7]=[C:8]([C:17]([NH:19][C:20]2[NH:24][N:23]=[N:22][N:21]=2)=[O:18])[C:9](=[O:16])[N:10]2[C:15]=1[CH:14]=[CH:13][CH:12]=[CH:11]2)=[O:5])C.[OH-].[Na+].Cl>CN(C)C=O>[C:4]([C:6]1[CH:7]=[C:8]([C:17]([NH:19][C:20]2[NH:21][N:22]=[N:23][N:24]=2)=[O:18])[C:9](=[O:16])[N:10]2[C:15]=1[CH:14]=[CH:13][CH:12]=[CH:11]2)([OH:5])=[O:3] |f:1.2|. Procedure: To a solution of 1-ethoxycarbonyl-N-(1H-tetrazol5-yl)-4H-quinolizin-4-one-3-carboxamide (500 mg) in N,N-dimethylformamide (5 ml) was added 1N aqueous sodium hydroxide (6 ml) at room temperature and the mixture was heated at 100° C. for an hour. After cooling to 0° C., the mixture was acidified to pH 2 with 6N hydrochloric acid and the precipitate was filtered and washed with water to give 1-carboxy-N-(1H-tetrazol-5-yl)-4H-quinolizin-4-one-3-carboxamide (280 mg). Reactants: C(CCCCCCCCCCCCCCC)O (hexadecanol), C(N)(=O)N1C(C=CC1=O)=O (N-carbamylmaleimide), O (H2O). The reagents and catalysts are [Cl-].[Zn+2].[Cl-] (zinc chloride). Run in O1CCOCC1 (p-dioxane). Reaction conditions: time 24 hour. The product is C(\C=C/C(NC(N)=O)=O)(=O)OCCCCCCCCCCCCCCCC (hexadecyl maleurate). Yield: 98.0%. As a reaction SMILES: [CH2:1]([OH:17])[CH2:2][CH2:3][CH2:4][CH2:5][CH2:6][CH2:7][CH2:8][CH2:9][CH2:10][CH2:11][CH2:12][CH2:13][CH2:14][CH2:15][CH3:16].[C:18]([N:21]1[C:25](=[O:26])[CH:24]=[CH:23][C:22]1=[O:27])(=[O:20])[NH2:19].O>O1CCOCC1.[Cl-].[Zn+2].[Cl-]>[C:25]([O:17][CH2:1][CH2:2][CH2:3][CH2:4][CH2:5][CH2:6][CH2:7][CH2:8][CH2:9][CH2:10][CH2:11][CH2:12][CH2:13][CH2:14][CH2:15][CH3:16])(=[O:26])/[CH:24]=[CH:23]\[C:22](=[O:27])[NH:21][C:18](=[O:20])[NH2:19] |f:4.5.6|. Procedure details: A mixture of 49 g of hexadecanol (0.202 moles), 28 g of N-carbamylmaleimide (0.2 moles) and 270 mg of zinc chloride (0.002 moles) in 300 mL of p-dioxane was heated to reflux. After 24 hours, the mixture was cooled to room temperature and 200 mL of H2O was added. The resulting solid was filtered, washed with additional H2O and dried to afford 75 g (97% yield) of hexadecyl maleurate. M.P.: 106°-09° C. (dec.); 1H NMR (CDCl3): δ10.5 (br s, 1H), 8.2 (br s, 1H), 6.3 (m, 2H), 5.4 (br s, 1H), 4.2 (t, 2H... The reactants are ClC1=C(C=CC=C1Cl)C1=CC(=NO1)O (5-(2,3-Dichlorophenyl)-3-hydroxyisoxazole), C(C)(C)(C)OC(=O)NCCO (2-(N-tert-butoxycarbonylamino)ethanol). The product is C(C)(C)(C)OC(=O)NCCOC1=NOC(=C1)C1=C(C(=CC=C1)Cl)Cl (3-(2-(N-tert-Butoxycarbonylamino)ethoxy)-5-(2,3-dichlorophenyl)isoxazole). The yield is 76.0%. Reaction SMILES: [Cl:1][C:2]1[C:7]([Cl:8])=[CH:6][CH:5]=[CH:4][C:3]=1[C:9]1[O:13][N:12]=[C:11]([OH:14])[CH:10]=1.[C:15]([O:19][C:20]([NH:22][CH2:23][CH2:24]O)=[O:21])([CH3:18])([CH3:17])[CH3:16]>>[C:15]([O:19][C:20]([NH:22][CH2:23][CH2:24][O:14][C:11]1[CH:10]=[C:9]([C:3]2[CH:4]=[CH:5][CH:6]=[C:7]([Cl:8])[C:2]=2[Cl:1])[O:13][N:12]=1)=[O:21])([CH3:18])([CH3:17])[CH3:16]. Procedure: 5-(2,3-Dichlorophenyl)-3-hydroxyisoxazole (0.3 g) and 2-(N-tert-butoxycarbonylamino)ethanol (0.23 g) were subjected to reaction and post-treatment in a similar manner to that described in Example 9(a) to obtain the title compound (0.37 g, 77%) as a colorless powder.